This data is from the Open Reaction Database (ORD), a public repository of structured organic reaction records. The task is: describe an organic reaction: reactants, conditions, products, and yield Reactants: CO, COC(=O)c1cc([N+](=O)[O-])ccn1. The product is COC(=O)c1cc(N)ccn1. RXN SMILES: [CH3:14][OH:15].[N+:1]([O-:2])(=[O:3])[c:4]1[cH:5][c:6]([C:10](=[O:11])[O:12][CH3:13])[n:7][cH:8][cH:9]1>>[NH2:1][c:4]1[cH:5][c:6]([C:10](=[O:11])[O:12][CH3:13])[n:7][cH:8][cH:9]1. Reactants: C(C1=CC=CC=C1)N1[C@@H](CCC1)CN(S(=O)(=O)N1CCN(CC12CC2)C=2C1=C(N=CN2)N(C=C1)C(=O)OC(C)(C)C)C(=O)OC(C)(C)C (tert-butyl 4-[8-[[(2S)-1-benzylpyrrolidin-2-yl]methyl-tert-butoxycarbonyl-sulfamoyl]-5,8-diazaspiro[2.5]octan-5-yl]pyrrolo[2,3-d]pyrimidine-7-carboxylate), C(C1=CC=CC=C1)N1[C@@H](CCC1)CN(S(=O)(=O)N1CCN(CC12CC2)C=2C1=C(N=CN2)N(C=C1)C(=O)OC(C)(C)C)C(=O)OC(C)(C)C (tert-butyl 4-[8-[[(2S)-1-benzylpyrrolidin-2-yl]methyl-tert-butoxycarbonyl-sulfamoyl]-5,8-diazaspiro[2.5]octan-5-yl]pyrrolo[2,3-d]pyrimidine-7-carboxylate), C(=O)(C(F)(F)F)O (TFA). The solvent is C(Cl)Cl (DCM). Run at time 16 hour. Product: C(C1=CC=CC=C1)N1[C@@H](CCC1)CNS(=O)(=O)N1CCN(CC12CC2)C=2C1=C(N=CN2)NC=C1 (N-[[(2S)-1-benzylpyrrolidin-2-yl]methyl]-5-(7H-pyrrolo[2,3-d]pyrimidin-4-yl)-5,8-diazaspiro[2.5]octane-8-sulfonamide). RXN SMILES: [CH2:1]([N:8]1[CH2:12][CH2:11][CH2:10][C@H:9]1[CH2:13][N:14](C(OC(C)(C)C)=O)[S:15]([N:18]1[C:23]2([CH2:25][CH2:24]2)[CH2:22][N:21]([C:26]2[C:27]3[CH:34]=[CH:33][N:32](C(OC(C)(C)C)=O)[C:28]=3[N:29]=[CH:30][N:31]=2)[CH2:20][CH2:19]1)(=[O:17])=[O:16])[C:2]1[CH:7]=[CH:6][CH:5]=[CH:4][CH:3]=1.C(O)(C(F)(F)F)=O>C(Cl)Cl>[CH2:1]([N:8]1[CH2:12][CH2:11][CH2:10][C@H:9]1[CH2:13][NH:14][S:15]([N:18]1[C:23]2([CH2:24][CH2:25]2)[CH2:22][N:21]([C:26]2[C:27]3[CH:34]=[CH:33][NH:32][C:28]=3[N:29]=[CH:30][N:31]=2)[CH2:20][CH2:19]1)(=[O:17])=[O:16])[C:2]1[CH:7]=[CH:6][CH:5]=[CH:4][CH:3]=1. Reported procedure: tert-butyl 4-[8-[[(2S)-1-benzylpyrrolidin-2-yl]methyl-tert-butoxycarbonyl-sulfamoyl]-5,8-diazaspiro[2.5]octan-5-yl]pyrrolo[2,3-d]pyrimidine-7-carboxylate (Intermediate 48) (0.57 mmol) was dissolved in DCM (10 mL) and added TFA (1 mL). The reaction mixture was stirred at rt for 16 h, then added NaHCO3 (15 mL) and extracted with EtOAc (2×25 mL). The combined organic phases were dried over Na2SO4, filtered and concentrated in vacuo. The product was purified by flash chromatography on silica using E... The reactants are Brc1c(NC2=NCCN2)ccc2nccnc12, C[Sn](C)(C)C, CN(C)C=O. The product is Cc1c(NC2=NCCN2)ccc2nccnc12. Reaction SMILES: [Br:1][c:2]1[c:3]2[n:4][cH:5][cH:6][n:7][c:8]2[cH:9][cH:10][c:11]1[NH:12][C:13]1=[N:17][CH2:16][CH2:15][NH:14]1.[CH3:18][Sn:19]([CH3:20])([CH3:21])[CH3:22].[CH3:23][N:24]([CH3:25])[CH:26]=[O:27]>>[c:2]1([CH3:18])[c:3]2[n:4][cH:5][cH:6][n:7][c:8]2[cH:9][cH:10][c:11]1[NH:12][C:13]1=[N:17][CH2:16][CH2:15][NH:14]1. Starting materials: acetal, C(C)OC(CNC1=CC=C(C=C1)Cl)OCC (p-Chloroanilinoacetaldehyde diethyl acetal), Cl.OC=1C=C(CCN)C=CC1O (3,4-dihydroxyphenethylamine hydrochloride), C(CCC)O (n-butyl alcohol), resultant mixture. Solvent: O (water). The product is Cl.ClC1=CC=C(NCC2NCCC3=CC(=C(C=C23)O)O)C=C1 (1-(p-chloroanilinomethyl)-6,7-dihydroxy-1,2,3,4-tetrahydroisoquinoline hydrochloride). RXN SMILES: C(O[CH:4](OCC)[CH2:5][NH:6][C:7]1[CH:12]=[CH:11][C:10]([Cl:13])=[CH:9][CH:8]=1)C.Cl.[OH:18][C:19]1[CH:20]=[C:21]([CH:25]=[CH:26][C:27]=1[OH:28])[CH2:22][CH2:23][NH2:24].C(O)CCC>O>[ClH:13].[Cl:13][C:10]1[CH:9]=[CH:8][C:7]([NH:6][CH2:5][CH:4]2[C:25]3[C:21](=[CH:20][C:19]([OH:18])=[C:27]([OH:28])[CH:26]=3)[CH2:22][CH2:23][NH:24]2)=[CH:12][CH:11]=1 |f:1.2,5.6|. Procedure details: p-Chloroanilinoacetaldehyde diethyl acetal (486 mg) and 3,4-dihydroxyphenethylamine hydrochloride (378 mg) were added to a mixture of n-butyl alcohol (4 ml) and water (0.4 ml) and then the mixture was refluxed for 3.5 hours. The above-mentioned acetal (0.24 g) was further added thereto and the resultant mixture was refluxed for 3 hours. The reaction mixture was treated in a conventional manner to give 1-(p-chloroanilinomethyl)-6,7-dihydroxy-1,2,3,4-tetrahydroisoquinoline hydrochloride. This prod... The reactants are C1C(CCC2=CC=CC=C12)=O (2-tetralone), Cl.N1=CC=C(C=C1)CCl (4-picolylchloride hydrochloride), [OH-].[Na+] (sodium hydroxide). The reagents and catalysts are [Cl-].C(C1=CC=CC=C1)[N+](CC)(CC)CC (benzyltriethylammonium chloride). The solvent is C1=CC=CC=C1 (benzene), C1=CC=CC=C1 (benzene). The product is N1=CC=C(C=C1)CC1(C(C=CC2=CC=CC=C12)=O)CC1=CC=NC=C1 (1,1-bis(4-pyridinylmethyl)-2(1H)-naphthalenone). RXN SMILES: [CH2:1]1[C:10]2[C:5](=[CH:6][CH:7]=[CH:8][CH:9]=2)[CH2:4][CH2:3][C:2]1=[O:11].Cl.[N:13]1[CH:18]=[CH:17][C:16]([CH2:19]Cl)=[CH:15][CH:14]=1.[OH-].[Na+]>[Cl-].C([N+](CC)(CC)CC)C1C=CC=CC=1.C1C=CC=CC=1>[N:13]1[CH:18]=[CH:17][C:16]([CH2:19][C:1]2([CH2:19][C:16]3[CH:17]=[CH:18][N:13]=[CH:14][CH:15]=3)[C:10]3[C:5](=[CH:6][CH:7]=[CH:8][CH:9]=3)[CH:4]=[CH:3][C:2]2=[O:11])=[CH:15][CH:14]=1 |f:1.2,3.4,5.6|. Procedure: To a stirred mixture of 2-tetralone (4.4 g, 0.03 mol), 4-picolylchloride hydrochloride (10.82 g, 0.066 mol), and benzyltriethylammonium chloride (1.4 g, 0.006 mol) in 80 ml of benzene was added 1N sodium hydroxide (178 ml, 0.178 mol) dropwise during a period of 1 h. at room temperature. Stirring was continued for another hour. Additional benzene (80 ml) was added, the organic layer was separated, and dried over sodium sulfate. The inorganic salts were filtered off, and to the filtrate was added ...